This data is from the Open Reaction Database (ORD), a public repository of structured organic reaction records. The task is: describe an organic reaction: reactants, conditions, products, and yield Reactants: C1(CC1)C=1C=CC(=NC1OCC1CC1)C(=O)O (5-cyclopropyl-6-cyclopropylmethoxy-pyridine-2-carboxylic acid), C1(CC1)C[C@@H](C=1SC=CN1)NC(=O)C1=NC(=C(C=C1)C1CCOCC1)OCC1CC1 (6-Cyclopropylmethoxy-5-(tetrahydro-pyran-4-yl)-pyridine-2-carboxylic acid ((S)-2-cyclopropyl-1-thiazol-2-yl-ethyl)-amide). Yields the product C1(CC1)C[C@@H](C=1SC=CN1)NC(=O)C1=NC(=C(C=C1)C1CC1)OCC1CC1 (5-Cyclopropyl-6-cyclopropylmethoxy-pyridine-2-carboxylic acid ((S)-2-cyclopropyl-1-thiazol-2-yl-ethyl)-amide). Reaction SMILES: C1(C2C=CC(C(O)=O)=NC=2OCC2CC2)CC1.[CH:18]1([CH2:21][C@H:22]([NH:28][C:29]([C:31]2[CH:36]=[CH:35][C:34]([CH:37]3CCO[CH2:39][CH2:38]3)=[C:33]([O:43][CH2:44][CH:45]3[CH2:47][CH2:46]3)[N:32]=2)=[O:30])[C:23]2[S:24][CH:25]=[CH:26][N:27]=2)[CH2:20][CH2:19]1>>[CH:18]1([CH2:21][C@H:22]([NH:28][C:29]([C:31]2[CH:36]=[CH:35][C:34]([CH:37]3[CH2:39][CH2:38]3)=[C:33]([O:43][CH2:44][CH:45]3[CH2:47][CH2:46]3)[N:32]=2)=[O:30])[C:23]2[S:24][CH:25]=[CH:26][N:27]=2)[CH2:19][CH2:20]1. Reported procedure: The title compound was synthesized in analogy to Example 1, using 5-cyclopropyl-6-cyclopropylmethoxy-pyridine-2-carboxylic acid (Example 42 a) and (S)-2-cyclopropyl-1-thiazol-2-yl-ethylamine (Example 59 b) as starting materials, MS (LC/MS): m/e=384.3 [M+H]+. Starting materials: [OH-].[Na+] (Sodium hydroxide), NCCO (2-aminoethanol), [Sn](Cl)(Cl)(Cl)Cl (tin chloride), [Cl-].[In+3].[Cl-].[Cl-] (indium chloride), [Sn](Cl)(Cl)(Cl)Cl (tin chloride). Reagents/catalysts: [N+](=O)([O-])[O-].[Fe+2].[N+](=O)([O-])[O-] (Iron nitrate). Run in O (water), O (water). Product: [Sn](Cl)(Cl)(Cl)Cl (tin chloride), [Cl-].[In+3].[Cl-].[Cl-] (indium chloride), [OH-] (hydroxide). Reaction SMILES: [OH-].[Na+].NCC[OH:6].[Sn:7]([Cl:11])([Cl:10])([Cl:9])[Cl:8].[Cl-:12].[In+3:13].[Cl-].[Cl-]>O.[N+]([O-])([O-])=O.[Fe+2].[N+]([O-])([O-])=O>[Sn:7]([Cl:11])([Cl:10])([Cl:9])[Cl:8].[Cl-:12].[In+3:13].[Cl-:8].[Cl-:8].[OH-:6] |f:0.1,4.5.6.7,9.10.11,13.14.15.16|. Procedure: Sodium hydroxide (0.75 mol) and 2-aminoethanol (100 ml) were dissolved in water (800 ml) to prepare an aqueous alkaline solution. Separately from this alkaline solution, an aqueous solution of tin chloride and indium chloride was prepared by dissolving indium chloride (III) tetrahydrate (0.067 mol) and tin chloride (IV) pentahydrate (0.007 mol) in water (400 ml). To the former aqueous alkaline solution, was added dropwise the latter aqueous solution of tin chloride and indium chloride to form a ... The reactants are C(C1=CC=CC=C1)Br (benzyl bromide), C(C1=CC=CC=C1)C=1C=C(C(NC1)=O)Br (5-Benzyl-3-bromopyridin-2(1H)-one), [H-].[Na+] (NaH), oil, C19H17BrNO. Solvent: CN(C)C=O (DMF). Reaction conditions: time 30 minute. The product is C(C1=CC=CC=C1)N1C(C(=CC(=C1)CC1=CC=CC=C1)Br)=O (1,5-Dibenzyl-3-bromopyridin-2(1H)-one). RXN SMILES: [CH2:1]([C:8]1[CH:9]=[C:10]([Br:15])[C:11](=[O:14])[NH:12][CH:13]=1)[C:2]1[CH:7]=[CH:6][CH:5]=[CH:4][CH:3]=1.[H-].[Na+].[CH2:18](Br)[C:19]1[CH:24]=[CH:23][CH:22]=[CH:21][CH:20]=1>CN(C=O)C>[CH2:18]([N:12]1[CH:13]=[C:8]([CH2:1][C:2]2[CH:3]=[CH:4][CH:5]=[CH:6][CH:7]=2)[CH:9]=[C:10]([Br:15])[C:11]1=[O:14])[C:19]1[CH:24]=[CH:23][CH:22]=[CH:21][CH:20]=1 |f:1.2|. Reported procedure: To a suspension of 5-benzyl-3-bromopyridin-2(1H)-one 4 (3.5 g, 13.5 mmol) in dry DMF (100 mL) was added NaH 60% suspension in mineral oil (0.5 g, 16.2 mmol) and stirred for 30 min, followed by the addition of benzyl bromide (0.1.36 g, 7.9 mmol) and mixture further stirred for 1 h at RT. DMF was distilled off and the residue redissolved in EtOAc (250 mL), washed with brine solution (2×100 mL), dried over anhydrous Na2SO4 and EtOAc distilled off to give a yellow syrup, which was purified by column... Starting materials: resultant solution, ClCC1CCC(CC1)C1CCC(CC1)CCC (4-chloromethyl-4′-propylbicyclohexane), Cl (hydrochloric acid), C(C)(C)(C)C1=CC=C(C=C1)C1=CC=C(C=C1)C(C)(C)C (4,4′-di-t-butyl-biphenyl), metal, [Li] (lithium), FC(=C(F)F)F (tetrafluoroethylene). Solvent: C1(=CC=CC=C1)C (toluene), C1CCOC1 (THF), C1CCOC1 (THF). Reaction conditions: time 3 hour. Yields the product C(CC)C1CCC(CC1)C1CCC(CC1)CC(=C(F)F)F (4-propyl-4′-(2,3,3-trifluoroallyl)-1,1′-bicyclohexane). Isolated yield 93.0%. RXN SMILES: C(C1C=CC(C2C=CC(C(C)(C)C)=CC=2)=CC=1)(C)(C)C.[Li].Cl[CH2:23][CH:24]1[CH2:29][CH2:28][CH:27]([CH:30]2[CH2:35][CH2:34][CH:33]([CH2:36][CH2:37][CH3:38])[CH2:32][CH2:31]2)[CH2:26][CH2:25]1.[F:39][C:40]([F:44])=[C:41](F)[F:42].Cl>C1(C)C=CC=CC=1.C1COCC1>[CH2:36]([CH:33]1[CH2:34][CH2:35][CH:30]([CH:27]2[CH2:26][CH2:25][CH:24]([CH2:23][C:41]([F:42])=[C:40]([F:44])[F:39])[CH2:29][CH2:28]2)[CH2:31][CH2:32]1)[CH2:37][CH3:38] |^1:20|. Reported procedure: To a reaction vessel under an argon atmosphere, 41.5 g of 4,4′-di-t-butyl-biphenyl and 500 ml of THF were added, and the resultant solution was cooled to 0° C. Thereto, 2.16 g of metal lithium was added a little at a time, and stirring was carried out for 3 hours. Next, a THF 100 ml solution of 20.0 g of 4-chloromethyl-4′-propylbicyclohexane was slowly added dropwise, and stirring was carried out for another 3 hours. Then 9.00 g of tetrafluoroethylene was added to allow reaction for 30 minutes w... The reactants are [BH4-], CC(=O)Nc1nc(C=Nc2ccc(C(=O)NC(=O)NNC(=O)OC(C)(C)C)cc2)cs1, CC(=O)O, CO, [Na+], C1CCOC1. The product is CC(=O)Nc1nc(CNc2ccc(C(=O)NC(=O)NNC(=O)OC(C)(C)C)cc2)cs1. RXN SMILES: [BH4-:32].[C:1]([CH3:2])(=[O:3])[NH:4][c:5]1[s:6][cH:7][c:8]([CH:10]=[N:11][c:12]2[cH:13][cH:14][c:15]([C:16](=[O:17])[NH:18][C:19](=[O:20])[NH:21][NH:22][C:23](=[O:24])[O:25][C:26]([CH3:27])([CH3:28])[CH3:29])[cH:30][cH:31]2)[n:9]1.[CH3:34][C:35](=[O:36])[OH:37].[CH3:43][OH:44].[Na+:33].[O:38]1[CH2:39][CH2:40][CH2:41][CH2:42]1>>[C:1]([CH3:2])(=[O:3])[NH:4][c:5]1[s:6][cH:7][c:8]([CH2:10][NH:11][c:12]2[cH:13][cH:14][c:15]([C:16](=[O:17])[NH:18][C:19](=[O:20])[NH:21][NH:22][C:23](=[O:24])[O:25][C:26]([CH3:27])([CH3:28])[CH3:29])[cH:30][cH:31]2)[n:9]1. Reactants: CC1CO1, CO, COc1ccc(C2=NC(c3ccc(Cl)cc3)C(c3ccc(Cl)cc3)N2C(=O)N2CCNCC2)c(OC(C)C)c1. Product: COc1ccc(C2=NC(c3ccc(Cl)cc3)C(c3ccc(Cl)cc3)N2C(=O)N2CCN(CC(C)O)CC2)c(OC(C)C)c1. Reaction SMILES: [CH2:40]1[CH:41]([CH3:42])[O:43]1.[CH3:44][OH:45].[Cl:1][c:2]1[cH:3][cH:4][c:5]([CH:8]2[N:9]=[C:10]([c:28]3[c:29]([O:36][CH:37]([CH3:38])[CH3:39])[cH:30][c:31]([O:34][CH3:35])[cH:32][cH:33]3)[N:11]([C:20](=[O:21])[N:22]3[CH2:23][CH2:24][NH:25][CH2:26][CH2:27]3)[CH:12]2[c:13]2[cH:14][cH:15][c:16]([Cl:19])[cH:17][cH:18]2)[cH:6][cH:7]1>>[Cl:1][c:2]1[cH:3][cH:4][c:5]([CH:8]2[N:9]=[C:10]([c:28]3[c:29]([O:36][CH:37]([CH3:38])[CH3:39])[cH:30][c:31]([O:34][CH3:35])[cH:32][cH:33]3)[N:11]([C:20](=[O:21])[N:22]3[CH2:23][CH2:24][N:25]([CH2:40][CH:41]([CH3:42])[OH:43])[CH2:26][CH2:27]3)[CH:12]2[c:13]2[cH:14][cH:15][c:16]([Cl:19])[cH:17][cH:18]2)[cH:6][cH:7]1. Reactants: [N+](=O)([O-])C1=CC=CC=2N(C(N(C21)CC(=O)OC)=O)CC(=O)OC (Dimethyl 2,2′-(4-nitro-2-oxo-1H-benzimidazole-1,3-diyl)diacetate), O.C1(=CC=C(C=C1)S(=O)(=O)O)C (p-toluenesulfonic acid monohydrate). Reagents/catalysts: [Pd] (Pd/C). Solvent: CO (MeOH). Conditions: time 2 hour. Yields the product O=C1N(C=2C=3N1CC(NC3C=CC2)=O)CC(=O)OC (Methyl (2,5-dioxo-5,6-dihydro-4H-imidazo[1,5,4-de]quinoxalin-1(2H)-yl)acetate). RXN SMILES: [N+:1]([C:4]1[C:12]2[N:11]([CH2:13][C:14](OC)=[O:15])[C:10](=[O:18])[N:9]([CH2:19][C:20]([O:22][CH3:23])=[O:21])[C:8]=2[CH:7]=[CH:6][CH:5]=1)([O-])=O.O.C1(C)C=CC(S(O)(=O)=O)=CC=1>CO.[Pd]>[O:18]=[C:10]1[N:11]2[CH2:13][C:14](=[O:15])[NH:1][C:4]3[CH:5]=[CH:6][CH:7]=[C:8]([C:12]=32)[N:9]1[CH2:19][C:20]([O:22][CH3:23])=[O:21] |f:1.2|. Procedure details: A mixture of dimethyl 2,2′-(4-nitro-2-oxo-1H-benzimidazole-1,3-diyl)diacetate from Step B (270 mg, 0.84 mmol) and 10% Pd/C (50 mg) in MeOH (100 mL) was stirred under an atmosphere of hydrogen (ca. 1 atm). After 2 h, the reaction was filtered through a Celite pad and concentrated in vacuo. The crude solid was dissolved in toluene (3 mL) and p-toluenesulfonic acid monohydrate (2 mg, 0.011 mmol) was added. The mixture was heated at reflux for 30 min and then concentrated in vacuo to give the title ... Starting materials: Cl.COC(=O)C1(CCNCC1)C1=CC=CC=C1 (4-Phenyl-piperidine-4-carboxylic acid methyl ester hydrochloride), C(C1=CC=CC=C1)(=O)N1CC(CC1)(C1=CC(=C(C=C1)Cl)Cl)CCCS(=O)(=O)[O-] (2-[1-benzoyl-3-(3,4-dichloro-phenyl)-pyrrolidin-3-yl]-ethylmethanesulfonate), C([O-])(O)=O.[Na+] (sodium bicarbonate). Run in C(C)(=O)OCC (ethyl acetate), C1CCOC1.O (THF H2O). The product is COC(=O)C1(CCN(CC1)CCC1(CN(CC1)C(C1=CC=CC=C1)=O)C1=CC(=C(C=C1)Cl)Cl)C1=CC=CC=C1 (1-[2-[1-benzoyl-3-(3,4-dichlorophenyl)-pyrrolidin-3-yl]-ethyl]-4-phenylpiperidine-4-carboxylic acid methyl ester). Isolated yield 31.1%. Reaction SMILES: Cl.[CH3:2][O:3][C:4]([C:6]1([C:12]2[CH:17]=[CH:16][CH:15]=[CH:14][CH:13]=2)[CH2:11][CH2:10][NH:9][CH2:8][CH2:7]1)=[O:5].[C:18]([N:26]1[CH2:30][CH2:29][C:28]([CH2:39][CH2:40]CS([O-])(=O)=O)([C:31]2[CH:36]=[CH:35][C:34]([Cl:37])=[C:33]([Cl:38])[CH:32]=2)[CH2:27]1)(=[O:25])[C:19]1[CH:24]=[CH:23][CH:22]=[CH:21][CH:20]=1.C(=O)(O)[O-].[Na+]>C1COCC1.O.C(OCC)(=O)C>[CH3:2][O:3][C:4]([C:6]1([C:12]2[CH:17]=[CH:16][CH:15]=[CH:14][CH:13]=2)[CH2:7][CH2:8][N:9]([CH2:40][CH2:39][C:28]2([C:31]3[CH:36]=[CH:35][C:34]([Cl:37])=[C:33]([Cl:38])[CH:32]=3)[CH2:29][CH2:30][N:26]([C:18](=[O:25])[C:19]3[CH:20]=[CH:21][CH:22]=[CH:23][CH:24]=3)[CH2:27]2)[CH2:10][CH2:11]1)=[O:5] |f:0.1,3.4,5.6|. Procedure details: 4-Phenyl-piperidine-4-carboxylic acid methyl ester hydrochloride (0.4143 g, 1.62 mmol) and 2-[1-benzoyl-3-(3,4-dichloro-phenyl)-pyrrolidin-3-yl]-ethylmethanesulfonate (0.7165 g, 1.62 mmol) were dissolved in THF/H2O (20 mL/4 mL) and treated with sodium bicarbonate (0.2592 g, 3.24 mmol) at reflux for 16 hours. The solution was diluted with ethyl acetate and the aqueous phase was extracted with dichloromethane. The combined organic phases were dried over magnesium sulfate, filtered, and concentrate... The reactants are O=C([O-])[O-], COCC(C)Oc1cc(O)cc(-c2ccc(C3=NCC(C)O3)[nH]2)c1, CN(C)C=O, COc1ccc(CN(Cc2ccc(OC)cc2)S(=O)(=O)c2ccc(Cl)cn2)cc1, [Cs+], [Cs+], O. Yields the product COCC(C)Oc1cc(Oc2ccc(S(=O)(=O)N(Cc3ccc(OC)cc3)Cc3ccc(OC)cc3)nc2)cc(-c2ccc(C3=NCC(C)O3)[nH]2)c1. Reaction SMILES: [C:54](=[O:55])([O-:56])[O-:57].[CH3:30][O:31][CH2:32][CH:33]([O:34][c:35]1[cH:36][c:37]([OH:52])[cH:38][c:39](-[c:41]2[nH:42][c:43]([C:46]3=[N:50][CH2:49][CH:48]([CH3:51])[O:47]3)[cH:44][cH:45]2)[cH:40]1)[CH3:53].[CH3:61][N:62]([CH3:63])[CH:64]=[O:65].[Cl:1][c:2]1[cH:3][cH:4][c:5]([S:8](=[O:9])(=[O:10])[N:11]([CH2:12][c:13]2[cH:14][cH:15][c:16]([O:19][CH3:20])[cH:17][cH:18]2)[CH2:21][c:22]2[cH:23][cH:24][c:25]([O:28][CH3:29])[cH:26][cH:27]2)[n:6][cH:7]1.[Cs+:58].[Cs+:59].[OH2:60]>>[c:2]1([O:52][c:37]2[cH:36][c:35]([O:34][CH:33]([CH2:32][O:31][CH3:30])[CH3:53])[cH:40][c:39](-[c:41]3[nH:42][c:43]([C:46]4=[N:50][CH2:49][CH:48]([CH3:51])[O:47]4)[cH:44][cH:45]3)[cH:38]2)[cH:3][cH:4][c:5]([S:8](=[O:9])(=[O:10])[N:11]([CH2:12][c:13]2[cH:14][cH:15][c:16]([O:19][CH3:20])[cH:17][cH:18]2)[CH2:21][c:22]2[cH:23][cH:24][c:25]([O:28][CH3:29])[cH:26][cH:27]2)[n:6][cH:7]1. Starting materials: O=C([O-])O, CCCP(=O)(O)O, CCN(C(C)C)C(C)C, O=C(O)Cc1cccc(OC(F)(F)F)c1, Nc1ccc(Cl)nn1, [Na+], CN(C)C=O. The product is O=C(Cc1cccc(OC(F)(F)F)c1)Nc1ccc(Cl)nn1. Reaction SMILES: [C:40](=[O:41])([OH:42])[O-:43].[CH2:33]([P:34]([OH:35])([OH:36])=[O:37])[CH2:38][CH3:39].[CH:24]([N:25]([CH2:26][CH3:27])[CH:28]([CH3:29])[CH3:30])([CH3:31])[CH3:32].[F:9][C:10]([O:11][c:12]1[cH:13][c:14]([CH2:18][C:19](=[O:20])[OH:21])[cH:15][cH:16][cH:17]1)([F:22])[F:23].[NH2:1][c:2]1[n:3][n:4][c:5]([Cl:8])[cH:6][cH:7]1.[Na+:44].[O:45]=[CH:46][N:47]([CH3:48])[CH3:49]>>[NH:1]([c:2]1[n:3][n:4][c:5]([Cl:8])[cH:6][cH:7]1)[C:19]([CH2:18][c:14]1[cH:13][c:12]([O:11][C:10]([F:9])([F:22])[F:23])[cH:17][cH:16][cH:15]1)=[O:20].